describe an organic reaction: reactants, conditions, products, and yield From a dataset of the Open Reaction Database (ORD), a public repository of structured organic reaction records. Starting materials: C(C1=CC=CC=C1)OC=1C=C(C=CC1)CC#N (3-benzyloxyphenylacetonitrile), C(=O)NN (formic hydrazide), C([O-])([O-])=O.[K+].[K+] (potassium carbonate), CCCCCC (hexane). Run in CO (methanol). Reaction conditions: time 8 hour. Product: C(C1=CC=CC=C1)OC=1C=C(CC2=NNC=N2)C=CC1 (3-(3-Benzyloxy-benzyl)-1,2,4-triazole). Yield: 30.0%. RXN SMILES: [CH2:1]([O:8][C:9]1[CH:10]=[C:11]([CH2:15][C:16]#[N:17])[CH:12]=[CH:13][CH:14]=1)C1C=CC=CC=1.[CH:18]([NH:20][NH2:21])=O.C(=O)([O-])[O-].[K+].[K+].[CH3:28][CH2:29][CH2:30][CH2:31][CH2:32][CH3:33]>CO>[CH2:1]([O:8][C:9]1[CH:10]=[C:11]([CH:12]=[CH:13][CH:14]=1)[CH2:15][C:16]1[N:17]=[CH:18][NH:20][N:21]=1)[C:30]1[CH:29]=[CH:28][CH:33]=[CH:32][CH:31]=1 |f:2.3.4|. Procedure: To a stirring solution of 3-benzyloxyphenylacetonitrile (5.0 g, 0.022 mole) in methanol (100 mL) was added formic hydrazide (2.69 g, 0.060 mole) and solid potassium carbonate (9.9 g, 0.027 mole). The reaction was heated at reflux and stirred overnight. The mixture was cooled to RT, filtered, and the filtrate was concentrated. The crude product was purified by column chromatography over silica gel (silica gel 60, EM Science) using 75% ethyl acetate:hexane as eluent to afford 1.8 g (30% yield) of ...